From a dataset of the Open Reaction Database (ORD), a public repository of structured organic reaction records. describe an organic reaction: reactants, conditions, products, and yield The reactants are N1N=CC=C1 (pyrazole), CC1=NC(=NC=C1)SC (4-methyl-2-(methylthio)-pyrimidine), COC=1C=C(C(=O)OC)C=C(C1)C (methyl 3-methoxy-5-methylbenzoate), Formula 2a, Formula 10, C[Si]([N-][Si](C)(C)C)(C)C.[Li+] (lithium hexamethyldisilazide). Solvent: O1CCCC1 (tetrahydrofuran). Product: COC=1C=C(C=C(C1)C)C(CC1=NC(=NC=C1)SC)=O (1-(3-methoxy-5-methylphenyl)-2-(2-methylsulfanylpyrimidin-4-yl)ethanone). As a reaction SMILES: N1C=CC=N1.[CH3:6][O:7][C:8]1[CH:9]=[C:10]([CH:15]=[C:16]([CH3:18])[CH:17]=1)[C:11]([O:13]C)=O.[CH3:19][C:20]1[CH:25]=[CH:24][N:23]=[C:22]([S:26][CH3:27])[N:21]=1.C[Si](C)(C)[N-][Si](C)(C)C.[Li+]>O1CCCC1>[CH3:6][O:7][C:8]1[CH:9]=[C:10]([C:11](=[O:13])[CH2:19][C:20]2[CH:25]=[CH:24][N:23]=[C:22]([S:26][CH3:27])[N:21]=2)[CH:15]=[C:16]([CH3:18])[CH:17]=1 |f:3.4|. Reported procedure: For the synthesis of the pyrazole derivative, first, as illustrated in Reaction Scheme 7, methyl 3-methoxy-5-methylbenzoate of Formula 2a is allowed to undergo a nucleophilic attack at its carboxylic carbon by the activated methylene group of 4-methyl-2-(methylthio)-pyrimidine, represented by Formula 10, at room temperature (e.g., 20° C.-30° C.) in the presence of lithium hexamethyldisilazide (LHMDS) in tetrahydrofuran to afford 1-(3-methoxy-5-methylphenyl)-2-(2-methylsulfanylpyrimidin-4-yl)etha...